This data is from the Open Reaction Database (ORD), a public repository of structured organic reaction records. The task is: describe an organic reaction: reactants, conditions, products, and yield The reactants are ester, C(C)(C)(C)OC(=O)NCC1=C(C(=O)O)C=C(C=C1)F (2-{[(Tert-butoxycarbonyl)amino]methyl}-5-fluorobenzoic acid), Cl.CN(CCCN=C=NCC)C (1-[3-(dimethylamino)propyl]-3-ethylcarbodiimide hydrochloride), ON1N=NC2=C1N=CC=C2 (1-hydroxy-7-azabenzotriazole). The product is NC(=O)C1=C(CNC(OC(C)(C)C)=O)C=CC(=C1)F (Tert-butyl 2-(aminocarbonyl)-4-fluorobenzylcarbamate). Procedure details: 2-{[(Tert-butoxycarbonyl)amino]methyl}-5-fluorobenzoic acid (800 mg, 2.97 mmol), 1-[3-(dimethylamino)propyl]-3-ethylcarbodiimide hydrochloride (854 mg, 4.46 mmol), and 1-hydroxy-7-azabenzotriazole (607 mg, 4.46 mmol) were added to dry DMF (10 mL) and stirred for 30 minutes to preform the activated ester. Ammonia gas was bubbled through the solution for 30 seconds and the reaction was allowed to stir for 5 minutes. The solvent was removed in vacuo and the residue was purified by flash column chro... As a reaction SMILES: [C:1]([O:5][C:6]([NH:8][CH2:9][C:10]1[CH:18]=[CH:17][C:16]([F:19])=[CH:15][C:11]=1[C:12](O)=[O:13])=[O:7])([CH3:4])([CH3:3])[CH3:2].Cl.C[N:22](C)CCCN=C=NCC.ON1C2N=CC=CC=2N=N1>CN(C=O)C>[NH2:22][C:12]([C:11]1[CH:15]=[C:16]([F:19])[CH:17]=[CH:18][C:10]=1[CH2:9][NH:8][C:6](=[O:7])[O:5][C:1]([CH3:4])([CH3:3])[CH3:2])=[O:13] |f:1.2|. The solvent is CN(C)C=O (DMF). Run at time 30 minute. The reactants are COCCN1C(NC(C1)C1=CC=CC=C1)=S (1-(2-Methoxyethyl)-4-phenylimidazolidin-2-thione). Solvent: Cl (hydrochloric acid), O (water). Conditions: time 4 hour. Yields the product C1CSC2=N[C@H](CN21)C3=CC=CC=C3 (DL-Tetramisole). Reaction SMILES: CO[CH2:3][CH2:4][N:5]1[CH2:9][CH:8]([C:10]2[CH:15]=[CH:14][CH:13]=[CH:12][CH:11]=2)[NH:7][C:6]1=[S:16]>Cl.O>[CH2:4]1[N:5]2[C:6](=[N:7][C@@H:8]([C:10]3[CH:15]=[CH:14][CH:13]=[CH:12][CH:11]=3)[CH2:9]2)[S:16][CH2:3]1. Reported procedure: The 1-2(methoxyethyl)-4-phenylimidazolidin-2-thione product of Example VII in the amount of 0.78 g is suspended in 50 ml concentrated aqueous hydrochloric acid and maintained with stirring at 70°-75° C. for four hours. The solution is then cooled at room temperature and diluted with 50 ml water. Starting materials: COC=1C=CC2=C(CCC=3C=NC(=NC23)O)C1 (8-Methoxy-5,6-dihydro-benzo[h]quinazolin-2-ol), N1=C(N=CC=2CCC3=C(C12)C=CC=C3)O (5,6-Dihydro-benzo[h]quinazolin-2-ol), O=P(Cl)(Cl)Cl (POCl3). Reaction conditions: temperature 100 celsius. Yields the product ClC1=NC=2C3=C(CCC2C=N1)C=C(C=C3)OC (2-Chloro-8-methoxy-5,6-dihydro-benzo[h]quinazoline). Yield: 86.0%. Reaction SMILES: [CH3:1][O:2][C:3]1[CH:4]=[CH:5][C:6]2[C:15]3[N:14]=[C:13](O)[N:12]=[CH:11][C:10]=3[CH2:9][CH2:8][C:7]=2[CH:17]=1.N1C2C3C=CC=CC=3CCC=2C=NC=1O.O=P(Cl)(Cl)[Cl:35]>>[Cl:35][C:13]1[N:12]=[CH:11][C:10]2[CH2:9][CH2:8][C:7]3[CH:17]=[C:3]([O:2][CH3:1])[CH:4]=[CH:5][C:6]=3[C:15]=2[N:14]=1. Procedure: A suspension of 8-Methoxy-5,6-dihydro-benzo[h]quinazolin-2-ol as a 1:1 urea complex from preparation 1 (20 g, 69.0 mM) in POCl3 (350 ml) was heated under nitrogen atmosphere at 100° C. for 20 hr. The POCl3 was removed under reduced pressure and the residue was suspended in dichloromethane (300 ml) and cooled in an ice bath and then concentrated sodium bicarbonate (500 ml) was carefully added followed by 1 N NaOH (200 ml) and the phases separated. The aqueous phase was extracted with dichlorometh... Reactants: CN1C(N(CC1)C=1N(C=CN1)C)=O (3,1′-dimethyl-4,5-dihydro-3H,1′H-[1,2′]biimidazolyl-2-one), [O-]P(=O)([O-])[O-].[K+].[K+].[K+] (K3PO4), IC=1C=C(C=C(C1)C)C (5-Iodo-m-xylene), CNC=O (N-methylformamide), CCCCCCCCCCCC (Dodecane). Reagents/catalysts: [Cu]I (CuI). Solvent: C1(=CC=CC=C1)C (toluene), C(C)(=O)OCC (ethyl acetate), C(C)(=O)OCC (ethyl acetate). Run at temperature 110 celsius, time 24 hour. The product is CC=1C=C(C=C(C1)C)N(C=O)C (N-(3,5-dimethylphenyl)-N-methylformamide). Yield: 54.0%. RXN SMILES: CN1[CH2:6][CH2:5][N:4]([C:7]2N(C)C=CN=2)[C:3]1=[O:13].[O-]P([O-])([O-])=O.[K+].[K+].[K+].I[C:23]1[CH:24]=[C:25]([CH3:30])[CH:26]=C(C)[CH:28]=1.CNC=O.CCCCCCCCCCCC>C(OCC)(=O)C.[Cu]I.C1(C)C=CC=CC=1>[CH3:30][C:25]1[CH:26]=[C:5]([N:4]([CH3:7])[CH:3]=[O:13])[CH:6]=[C:23]([CH3:28])[CH:24]=1 |f:1.2.3.4|. Procedure: A Schlenk tube was charged with CuI (9.6 mg, 0.050 mmol, 5.0 mol %), 3,1′-dimethyl-4,5-dihydro-3H,1′H-[1,2′]biimidazolyl-2-one (18 mg, 0.10 mmol, 10 mol %), K3PO4 (430 mg, 2.03 mmol), evacuated, backfilled with Ar. 5-Iodo-m-xylene (145 μL, 1.00 mmol), N-methylformamide (72 μL, 1.23 mmol), and toluene (1.0 mL) were added under Ar. The Schlenk tube was sealed with a Teflon valve and the reaction mixture was stirred at 110° C. for 24 h. The suspension was allowed to reach room temperature. Dodecane... Reactants: ClC=1C=NC=2N(C1)N=C(C2)C(=O)O (6-chloro-pyrazolo[1,5-a]pyrimidine-2-carboxylic acid), CC1NCCC2=C1C=C(S2)C(F)(F)F (4-methyl-2-trifluoromethyl-4,5,6,7-tetrahydro-thieno[3,2-c]pyridine). Product: ClC=1C=NC=2N(C1)N=C(C2)C(=O)N2C(C1=C(CC2)SC(=C1)C(F)(F)F)C ((6-Chloro-pyrazolo[1,5-a]pyrimidin-2-yl)-(4-methyl-2-trifluoromethyl-6,7-dihydro-4H-thieno[3,2-c]pyridin-5-yl)-methanone). As a reaction SMILES: [Cl:1][C:2]1[CH:3]=[N:4][C:5]2[N:6]([N:8]=[C:9]([C:11]([OH:13])=O)[CH:10]=2)[CH:7]=1.[CH3:14][CH:15]1[C:20]2[CH:21]=[C:22]([C:24]([F:27])([F:26])[F:25])[S:23][C:19]=2[CH2:18][CH2:17][NH:16]1>>[Cl:1][C:2]1[CH:3]=[N:4][C:5]2[N:6]([N:8]=[C:9]([C:11]([N:16]3[CH2:17][CH2:18][C:19]4[S:23][C:22]([C:24]([F:25])([F:27])[F:26])=[CH:21][C:20]=4[CH:15]3[CH3:14])=[O:13])[CH:10]=2)[CH:7]=1. Reported procedure: In close analogy to the procedure described in Example 1, 6-chloro-pyrazolo[1,5-a]pyrimidine-2-carboxylic acid is reacted with 4-methyl-2-trifluoromethyl-4,5,6,7-tetrahydro-thieno[3,2-c]pyridine to provide the title compound in moderate yield. Reactants: ClC=1C=CC(=C(C(=O)NCCC=2SC(=CC2)S(N)(=O)=O)C1)OC (2-[2-(5-chloro-2-methoxybenzoylamino)ethyl]-5-sulfamoylthiophene), O([K])C#N (KOCN). Solvent: C(C)N(CC)CC (triethylamine). Yields the product ClC=1C=CC(=C(C(=O)NCCC=2SC(=CC2)S(=O)(=O)NC(=O)N)C1)OC (2-[2-(5-Chloro-2-methoxybenzoylamino)ethyl]-5-(amino-carbonylaminosulfonyl)thiophene). As a reaction SMILES: [Cl:1][C:2]1[CH:3]=[CH:4][C:5]([O:22][CH3:23])=[C:6]([CH:21]=1)[C:7]([NH:9][CH2:10][CH2:11][C:12]1[S:13][C:14]([S:17](=[O:20])(=[O:19])[NH2:18])=[CH:15][CH:16]=1)=[O:8].[O:24]([C:26]#[N:27])[K]>C(N(CC)CC)C>[Cl:1][C:2]1[CH:3]=[CH:4][C:5]([O:22][CH3:23])=[C:6]([CH:21]=1)[C:7]([NH:9][CH2:10][CH2:11][C:12]1[S:13][C:14]([S:17]([NH:18][C:26]([NH2:27])=[O:24])(=[O:19])=[O:20])=[CH:15][CH:16]=1)=[O:8]. Procedure details: 299 mg (0.8 mmol of 2-[2-(5-chloro-2-methoxybenzoylamino)ethyl]-5-sulfamoylthiophene were treated with 448 mg of KOCN and 0.6 ml of triethylamine, and the mixture was then heated to reflux for 4 h. The cooled solution was filtered and evaporated to dryness. The residue was stirred with 40 ml of H2O, 25 ml of triethylamine and 25 ml of ethyl acetate. The organic phase was extracted 3 times with water/1% triethylamine. The combined aqueous phases were acidified with 2N hydrochloric acid. The preci...